Dataset: the Open Reaction Database (ORD), a public repository of structured organic reaction records. Task: describe an organic reaction: reactants, conditions, products, and yield Reactants: CCN=C=O, ClCCl, Nc1cc2c3c(c1)C(c1ccccc1)CCN3CCC2c1ccccc1. The product is CCNC(=O)Nc1cc2c3c(c1)C(c1ccccc1)CCN3CCC2c1ccccc1. As a reaction SMILES: [CH2:27]([CH3:28])[N:29]=[C:30]=[O:31].[Cl:32][CH2:33][Cl:34].[c:1]1([CH:7]2[CH2:8][CH2:9][N:10]3[c:11]4[c:12]([cH:13][c:14]([NH2:17])[cH:15][c:16]42)[CH:18]([c:21]2[cH:22][cH:23][cH:24][cH:25][cH:26]2)[CH2:19][CH2:20]3)[cH:2][cH:3][cH:4][cH:5][cH:6]1>>[c:1]1([CH:7]2[CH2:8][CH2:9][N:10]3[c:11]4[c:12]([cH:13][c:14]([NH:17][C:30]([NH:29][CH2:27][CH3:28])=[O:31])[cH:15][c:16]42)[CH:18]([c:21]2[cH:22][cH:23][cH:24][cH:25][cH:26]2)[CH2:19][CH2:20]3)[cH:2][cH:3][cH:4][cH:5][cH:6]1. Reactants: ClC1=C2C3=C(C(NC2=NC=C1)=O)C=CC=C3 (1-Chloro-5H-benzo[c][1,8]naphthyridin-6-one), C(#C)C1=C(C=C(C=C1)F)F (1-ethynyl-2,4-difluorobenzene). The product is FC1=C(C=CC(=C1)F)C#CC1=C2C3=C(C(NC2=NC=C1)=O)C=CC=C3 (1-[(2,4-difluorophenyl)ethynyl]benzo[c]-1,8-naphthyridin-6(5H)-one). The yield is 63.7%. RXN SMILES: Cl[C:2]1[CH:11]=[CH:10][N:9]=[C:8]2[C:3]=1[C:4]1[CH:16]=[CH:15][CH:14]=[CH:13][C:5]=1[C:6](=[O:12])[NH:7]2.[C:17]([C:19]1[CH:24]=[CH:23][C:22]([F:25])=[CH:21][C:20]=1[F:26])#[CH:18]>>[F:26][C:20]1[CH:21]=[C:22]([F:25])[CH:23]=[CH:24][C:19]=1[C:17]#[C:18][C:2]1[CH:11]=[CH:10][N:9]=[C:8]2[C:3]=1[C:4]1[CH:16]=[CH:15][CH:14]=[CH:13][C:5]=1[C:6](=[O:12])[NH:7]2. Reported procedure: The title compound was synthesized according to the procedure described for the preparation of Example 160 using 83 (100 mg, 0.43 mmol) and 1-ethynyl-2,4-difluorobenzene (90 mg, 0.65 mmol) to provide 252 (91 mg, 63% yield) as a tan solid. LC-MS (M+H=333 obsd.=333). The reactants are CN(C)CCCl, CC1(C)OCc2c1[nH]c1ccccc1c2=O, Cl, [H-], [Na+], C1CCOC1. The product is CN(C)CCOc1c2c(nc3ccccc13)C(C)(C)OC2. RXN SMILES: [CH3:19][N:20]([CH3:21])[CH2:22][CH2:23][Cl:24].[CH3:1][C:2]1([CH3:16])[O:3][CH2:4][c:5]2[c:6]1[nH:7][c:8]1[cH:9][cH:10][cH:11][cH:12][c:13]1[c:14]2=[O:15].[ClH:25].[H-:17].[Na+:18].[O:26]1[CH2:27][CH2:28][CH2:29][CH2:30]1>>[CH3:1][C:2]1([CH3:16])[O:3][CH2:4][c:5]2[c:6]1[n:7][c:8]1[cH:9][cH:10][cH:11][cH:12][c:13]1[c:14]2[O:15][CH2:23][CH2:22][N:20]([CH3:19])[CH3:21]. Starting materials: Cl (HCl), CC1=C(SC2=C1N=C(N=C2N2CCOCC2)C=2C=NC(=NC2)N)CN2CCNCC2 (5-(7-methyl-4-morpholino-6-(piperazin-1-ylmethyl)thieno[3,2-d]pyrimidin-2-yl)pyrimidin-2-amine), C(=O)(OC(C)(C)C)N[C@@H](C)C(=O)O (Boc-L-Alanine), C(=O)(C(F)(F)F)O (TFA). The product is N[C@H](C(=O)N1CCN(CC1)CC1=C(C=2N=C(N=C(C2S1)N1CCOCC1)C=1C=NC(=NC1)N)C)C ((S)-2-amino-1-(4-((2-(2-aminopyrimidin-5-yl)-7-methyl-4-morpholinothieno[3,2-d]pyrimidin-6-yl)methyl)piperazin-1-yl)propan-1-one). Yield: 61.0%. Reaction SMILES: Cl.[CH3:2][C:3]1[C:7]2[N:8]=[C:9]([C:18]3[CH:19]=[N:20][C:21]([NH2:24])=[N:22][CH:23]=3)[N:10]=[C:11]([N:12]3[CH2:17][CH2:16][O:15][CH2:14][CH2:13]3)[C:6]=2[S:5][C:4]=1[CH2:25][N:26]1[CH2:31][CH2:30][NH:29][CH2:28][CH2:27]1.C([NH:39][C@H:40]([C:42](O)=[O:43])[CH3:41])(OC(C)(C)C)=O.C(O)(C(F)(F)F)=O>>[NH2:39][C@@H:40]([CH3:41])[C:42]([N:29]1[CH2:30][CH2:31][N:26]([CH2:25][C:4]2[S:5][C:6]3[C:11]([N:12]4[CH2:13][CH2:14][O:15][CH2:16][CH2:17]4)=[N:10][C:9]([C:18]4[CH:19]=[N:20][C:21]([NH2:24])=[N:22][CH:23]=4)=[N:8][C:7]=3[C:3]=2[CH3:2])[CH2:27][CH2:28]1)=[O:43]. Reported procedure: Crude HCl salt of 5-(7-methyl-4-morpholino-6-(piperazin-1-ylmethyl)thieno[3,2-d]pyrimidin-2-yl)pyrimidin-2-amine (74 mg) was reacted with 60 mg Boc-L-Alanine via General Procedure B, treated with TFA and purified via reverse phase HPLC to yield 52.7 mg of 354 after reverse phase HPLC purification. MS (Q1) 498.3 (M)+ The reactants are C(C)(C)(C)OC(N(C)C1=C2C(=C3C(=N1)NC(=C3)C3=NC(=CC=C3)CCNC(C)=O)N(C=N2)C)=O (tert-butyl-7-(6-(2-acetamidoethyl)pyridin-2-yl)-1-methyl-1,6-dihydroimidazo[4,5-d]pyrrolo[2,3-b]pyridine-4-yl(methyl)carbamate), FC(C(=O)O)(F)F (trifluoroacetic acid), CN1CCCC1=O (NMP). Solvent: C(Cl)Cl (methylene chloride). Run at time 0.25 hour. Yields the product CN1C=NC=2C1=C1C(=NC2NC)NC(=C1)C1=CC=CC(=N1)CCNC(C)=O (N-[2-[6-[1,6-dihydro-1-methyl-4-(methylamino)imidazo[4,5-d]pyrrolo[2,3-b]pyridin-7-yl]-2-pyridinyl]ethyl]-acetamide). As a reaction SMILES: C(O[C:6](=O)[N:7]([C:9]1[N:14]=[C:13]2[NH:15][C:16]([C:18]3[CH:23]=[CH:22][CH:21]=[C:20]([CH2:24][CH2:25][NH:26][C:27](=[O:29])[CH3:28])[N:19]=3)=[CH:17][C:12]2=[C:11]2[N:30]([CH3:33])[CH:31]=[N:32][C:10]=12)C)(C)(C)C.FC(F)(F)C(O)=O.CN1C(=O)CCC1>C(Cl)Cl>[CH3:33][N:30]1[C:11]2=[C:12]3[CH:17]=[C:16]([C:18]4[N:19]=[C:20]([CH2:24][CH2:25][NH:26][C:27](=[O:29])[CH3:28])[CH:21]=[CH:22][CH:23]=4)[NH:15][C:13]3=[N:14][C:9]([NH:7][CH3:6])=[C:10]2[N:32]=[CH:31]1. Procedure details: A450.4 (147 mg, 0.30 mmol), was dissolved in DMA (5 mL) and the solution heated to 77° C. One equivalent of 1.0M potassium t-butoxide in THF (0.3 ml, 0.30 mmol) was quickly added and the reaction heated at 70° C. for thirty minutes. A second equivalent of 1.0M potassium t-butoxide in THF (0.3 ml, 0.30 mmol) was quickly added and the reaction mixture stirred an additional thirty minutes. The reaction mixture was concentrated in vacuo. The crude product residue was purified by Silica Gel (230-400 ... Starting materials: CCN=C=NCCCN(C)C, CCOC(C)=O, Cl, NCCc1ccc(O)cc1, CN(C)C=O, On1nnc2ccccc21, O=C(O)c1cccc(CC2CCCC=C2c2nc(-c3ccccc3)c(-c3ccccc3)o2)c1. Product: O=C(NCCc1ccc(O)cc1)c1cccc(CC2CCCC=C2c2nc(-c3ccccc3)c(-c3ccccc3)o2)c1. RXN SMILES: [CH2:55]([N:56]=[C:57]=[N:58][CH2:59][CH2:60][CH2:61][N:62]([CH3:63])[CH3:64])[CH3:65].[CH3:71][CH2:72][O:73][C:74]([CH3:75])=[O:76].[ClH:54].[NH2:34][CH2:35][CH2:36][c:37]1[cH:38][cH:39][c:40]([OH:41])[cH:42][cH:43]1.[O:66]=[CH:67][N:68]([CH3:69])[CH3:70].[OH:44][n:45]1[c:46]2[cH:47][cH:48][cH:49][cH:50][c:51]2[n:52][n:53]1.[c:1]1(-[c:7]2[n:8][c:9]([C:18]3=[CH:23][CH2:22][CH2:21][CH2:20][CH:19]3[CH2:24][c:25]3[cH:26][c:27]([C:28](=[O:29])[OH:30])[cH:31][cH:32][cH:33]3)[o:10][c:11]2-[c:12]2[cH:13][cH:14][cH:15][cH:16][cH:17]2)[cH:2][cH:3][cH:4][cH:5][cH:6]1>>[c:1]1(-[c:7]2[n:8][c:9]([C:18]3=[CH:23][CH2:22][CH2:21][CH2:20][CH:19]3[CH2:24][c:25]3[cH:26][c:27]([C:28](=[O:30])[NH:34][CH2:35][CH2:36][c:37]4[cH:38][cH:39][c:40]([OH:41])[cH:42][cH:43]4)[cH:31][cH:32][cH:33]3)[o:10][c:11]2-[c:12]2[cH:13][cH:14][cH:15][cH:16][cH:17]2)[cH:2][cH:3][cH:4][cH:5][cH:6]1. Reactants: solid, Cl.Cl.Cl.O1CCC=2C1=C(N=CC2)N2CCN(CC2)CC[C@@H]2CC[C@H](CC2)N (trans-4-{2-[4-(2,3-dihydro-furo[2,3-c]pyridin-7-yl)-piperazin-1-yl]-ethyl}-cyclohexylamine trihydrochloride), Cl.Cl.Cl.O1CCC=2C1=C(N=CC2)N2CCN(CC2)CC[C@@H]2CC[C@H](CC2)N (trans-4-{2-[4-(2,3-dihydro-furo[2,3-c]pyridin-7-yl)-piperazin-1-yl]-ethyl}-cyclohexylamine trihydrochloride), C(C1=CC=CC=C1)(=O)O (benzoic acid). The product is O1CCC=2C1=C(N=CC2)N2CCN(CC2)CC[C@@H]2CC[C@H](CC2)NC(C2=CC=CC=C2)=O (trans-N-(4-{2-[4-(2,3-Dihydro-furo[2,3-c]pyridin-7-yl)-piperazin-1-yl]-ethyl}-cyclohexyl)-benzamide). RXN SMILES: Cl.Cl.Cl.[O:4]1[C:8]2=[C:9]([N:13]3[CH2:18][CH2:17][N:16]([CH2:19][CH2:20][C@H:21]4[CH2:26][CH2:25][C@H:24]([NH2:27])[CH2:23][CH2:22]4)[CH2:15][CH2:14]3)[N:10]=[CH:11][CH:12]=[C:7]2[CH2:6][CH2:5]1.[C:28](O)(=[O:35])[C:29]1[CH:34]=[CH:33][CH:32]=[CH:31][CH:30]=1>>[O:4]1[C:8]2=[C:9]([N:13]3[CH2:18][CH2:17][N:16]([CH2:19][CH2:20][C@H:21]4[CH2:26][CH2:25][C@H:24]([NH:27][C:28](=[O:35])[C:29]5[CH:34]=[CH:33][CH:32]=[CH:31][CH:30]=5)[CH2:23][CH2:22]4)[CH2:15][CH2:14]3)[N:10]=[CH:11][CH:12]=[C:7]2[CH2:6][CH2:5]1 |f:0.1.2.3|. Procedure: The title compound, white solid (55 mg, 79%), MS (ISP) m/z=435.4 [(M+H)+], mp 221° C., was prepared in accordance with the general method of example 6 from trans-4-{2-[4-(2,3-dihydro-furo[2,3-c]pyridin-7-yl)-piperazin-1-yl]-ethyl}-cyclohexylamine trihydrochloride (intermediate B) (70.4 mg, 0.16 mmol) and benzoic acid. The reactants are BrC1=CC(=C(C=C1)CBr)S(=O)(=O)C (4-bromo-1-bromomethyl-2-methanesulfonyl-benzene), CN.CO (MeNH2 MeOH), petroleum ether EtOAc. Yields the product BrC1=CC(=C(CNC)C=C1)S(=O)(=O)C ((4-Bromo-2-methanesulfonyl-benzyl)-methyl-amine). The yield is 80.0%. Procedure: A solution of 4-bromo-1-bromomethyl-2-methanesulfonyl-benzene (300 mg, 0.9 mmol) in ˜40% MeNH2/MeOH (10 mL) was stirred at room temperature for 3 hours. TLC (petroleum ether:EtOAc 3:1) showed the reaction was complete. The reaction mixture was concentrated in vacuo to give crude title compound (200 mg, 80%) as a yellow oil, which was used for next step without further purification. As a reaction SMILES: [Br:1][C:2]1[CH:7]=[CH:6][C:5]([CH2:8]Br)=[C:4]([S:10]([CH3:13])(=[O:12])=[O:11])[CH:3]=1.[CH3:14][NH2:15].CO>>[Br:1][C:2]1[CH:7]=[CH:6][C:5]([CH2:8][NH:15][CH3:14])=[C:4]([S:10]([CH3:13])(=[O:12])=[O:11])[CH:3]=1 |f:1.2|.